This data is from the Open Reaction Database (ORD), a public repository of structured organic reaction records. The task is: describe an organic reaction: reactants, conditions, products, and yield Starting materials: ClC1=C(C=C(C=C1)CO)NS(=O)(=O)C1=CC(=C(C=C1)OC)OC (N-(2-chloro-5-hydroxymethyl-phenyl)-3,4-dimethoxy-benzenesulfonamide). Reagents/catalysts: O=[Mn]=O (MnO2). The solvent is C(Cl)Cl.C1CCOC1 (DCM THF). Conditions: time 6 hour. Product: ClC1=C(C=C(C=C1)C=O)NS(=O)(=O)C1=CC(=C(C=C1)OC)OC (N-(2-chloro-5-formyl-phenyl)-3,4-dimethoxy-benzenesulfonamide). RXN SMILES: [Cl:1][C:2]1[CH:7]=[CH:6][C:5]([CH2:8][OH:9])=[CH:4][C:3]=1[NH:10][S:11]([C:14]1[CH:19]=[CH:18][C:17]([O:20][CH3:21])=[C:16]([O:22][CH3:23])[CH:15]=1)(=[O:13])=[O:12]>C(Cl)Cl.C1COCC1.O=[Mn]=O>[Cl:1][C:2]1[CH:7]=[CH:6][C:5]([CH:8]=[O:9])=[CH:4][C:3]=1[NH:10][S:11]([C:14]1[CH:19]=[CH:18][C:17]([O:20][CH3:21])=[C:16]([O:22][CH3:23])[CH:15]=1)(=[O:13])=[O:12] |f:1.2|. Procedure: A solution of N-(2-chloro-5-hydroxymethyl-phenyl)-3,4-dimethoxy-benzenesulfonamide (2.53 g, 7 mmol) in DCM/THF (1:1, 16 mL) was treated with MnO2 (12.3 g, 20 eq). The mixture was stirred at RT for 6 h, filtered over Celite and concentrated. The residue purified by chromatography on SiO2 (hex/EA 1:1, EA). The product was recovered as a pinkish oil (1.95 g, 77%). The reactants are ( 4 ), BrCC1OCC2=C(O1)C=C(C=C2F)S(=O)(=O)C (2-(bromomethyl)-5-fluoro-7-(methylsulfonyl)-4H-1,3-benzodioxine), ( 6 ), N1CCCC1 (pyrrolidine), ( 4 ), ( 7 ). Run in CCO (EtOH). The product is FC1=CC(=CC=2OC(OCC21)CN2CCCC2)S(=O)(=O)C (1-{[5-FLUORO-7-(METHYLSULFONYL)-4H-1,3-BENZODIOXIN-2-YL]METHYL}PYRROLIDINE). As a reaction SMILES: Br[CH2:2][CH:3]1[O:8][C:7]2[CH:9]=[C:10]([S:14]([CH3:17])(=[O:16])=[O:15])[CH:11]=[C:12]([F:13])[C:6]=2[CH2:5][O:4]1.[NH:18]1[CH2:22][CH2:21][CH2:20][CH2:19]1>CCO>[F:13][C:12]1[C:6]2[CH2:5][O:4][CH:3]([CH2:2][N:18]3[CH2:22][CH2:21][CH2:20][CH2:19]3)[O:8][C:7]=2[CH:9]=[C:10]([S:14]([CH3:17])(=[O:16])=[O:15])[CH:11]=1. Procedure details: Preparation according to Example 34 using 2-(bromomethyl)-5-fluoro-7-(methylsulfonyl)-4H-1,3-benzodioxine (7 mg, 0.021 mmol), pyrrolidine (0.5 ml) and EtOH (1.0 ml). MS m/z (rel. intensity, 70 eV) 315 (M+, 0.5), 95 (4), 85 (6), 84 (bp), 75 (4), 55 (7). Reaction SMILES: [NH:1]1[CH2:5][CH2:4][CH:3]([C:6]([O:8][C:9]([CH3:12])([CH3:11])[CH3:10])=[O:7])[NH:2]1.N1C=CC=CC=1.[CH2:19]([O:26][C:27](Cl)=[O:28])[C:20]1[CH:25]=[CH:24][CH:23]=[CH:22][CH:21]=1>C(#N)C.C(OCC)(=O)C>[C:20]1([CH2:19][O:26][C:27]([N:1]2[CH2:5][CH2:4][CH:3]([C:6]([O:8][C:9]([CH3:12])([CH3:11])[CH3:10])=[O:7])[NH:2]2)=[O:28])[CH:25]=[CH:24][CH:23]=[CH:22][CH:21]=1. Reactants: N1NC(CC1)C(=O)OC(C)(C)C (3-pyrazolidinecarboxylic acid, 1,1-dimethylethyl ester), ice-salt, C(C1=CC=CC=C1)OC(=O)Cl (benzylchloroformate), N1=CC=CC=C1 (pyridine). Procedure details: A solution of 3-pyrazolidinecarboxylic acid, 1,1-dimethylethyl ester (10.935 g., 63.5 mmol.) in dry acetonitrile (90 ml.) was cooled to 0° C. (ice-salt bath) and treated with dry pyridine (11.0 ml.) followed by a solution of benzylchloroformate (12.54 g., 10.5 ml., 69.9 mmol.) in dry acetonitrile (25 ml.). The reaction was stirred at 0° C. for 3 hours, evaporated to dryness and the syrup obtained was redissolved in ethyl acetate (250 ml.). The solution was washed with 5% sodium bicarbonate (2×25... The solvent is C(C)#N (acetonitrile), C(C)(=O)OCC (ethyl acetate), C(C)#N (acetonitrile). Conditions: temperature 0 celsius, time 3 hour. Product: C1(=CC=CC=C1)COC(=O)N1NC(CC1)C(=O)OC(C)(C)C (1-[(Phenylmethoxy)carbonyl]-3-pyrazolidine-carboxylic acid, 1,1-dimethylethyl ester). Reactants: Cl (HCl), CC(C(=O)OC(C)C)(C(=O)OC(C)C)CC1=CC=C(C=C1)[N+](=O)[O-] (diisopropyl 2-methyl-2-(4-nitrobenzyl)malonate), O1CCOCC1 (dioxane), O.[OH-].[Li+] (lithium hydroxide monohydrate). Solvent: C(C)(=O)OCC (ethyl acetate), O (water). Run at temperature 50 celsius, time 22 hour. The product is CC(C(=O)O)(C(=O)O)CC1=CC=C(C=C1)[N+](=O)[O-] (2-methyl-2-(4-nitrobenzyl)malonic acid). Yield: 106.8%. RXN SMILES: [CH3:1][C:2]([CH2:15][C:16]1[CH:21]=[CH:20][C:19]([N+:22]([O-:24])=[O:23])=[CH:18][CH:17]=1)([C:9]([O:11]C(C)C)=[O:10])[C:3]([O:5]C(C)C)=[O:4].O1CCOCC1.O.[OH-].[Li+].Cl>C(OCC)(=O)C.O>[CH3:1][C:2]([CH2:15][C:16]1[CH:17]=[CH:18][C:19]([N+:22]([O-:24])=[O:23])=[CH:20][CH:21]=1)([C:9]([OH:11])=[O:10])[C:3]([OH:5])=[O:4] |f:2.3.4|. Procedure: An 250-mL round bottom flask was charged with diisopropyl 2-methyl-2-(4-nitrobenzyl)malonate (1.15 g, 3.55 mmol), dioxane (20 ml) and water (10 ml). To this solution was then added lithium hydroxide monohydrate (0.74 g, 17.8 mmol). The resulting mixture was stirred at 50° C. for 22 h. After this time, the reaction mixture was cooled and acidified with 2N aqueous HCl (10 mL). The mixture was diluted with ethyl acetate (100 mL) and the organic layer washed with saturated sodium chloride (2×10 mL),... The reactants are C1(=CC=CC=C1)CCCSC1=CC=C(C=C1)[N+](=O)[O-] (4-(3'-phenyl-propylthio)-nitrobenzene). The reagents and catalysts are [Ni] (Raney nickel). Run in CN(C=O)C (dimethylformamide). The product is C1(=CC=CC=C1)CCCSC1=CC=C(N)C=C1 (4-(3'-phenyl-propylthio)-aniline). Reaction SMILES: [C:1]1([CH2:7][CH2:8][CH2:9][S:10][C:11]2[CH:16]=[CH:15][C:14]([N+:17]([O-])=O)=[CH:13][CH:12]=2)[CH:6]=[CH:5][CH:4]=[CH:3][CH:2]=1>[Ni].CN(C)C=O>[C:1]1([CH2:7][CH2:8][CH2:9][S:10][C:11]2[CH:12]=[CH:13][C:14]([NH2:17])=[CH:15][CH:16]=2)[CH:2]=[CH:3][CH:4]=[CH:5][CH:6]=1. Procedure details: 90 g of 4-(3'-phenyl-propylthio)-nitrobenzene is catalytically hydrogenated in 300 ml. of dimethylformamide with Raney nickel. After completion of the hydrogen absorption and removal of the catalyst and the solvent, there is obtained 4-(3'-phenyl-propylthio)-aniline as an oily residue, which can be used without purification in the next reaction stage. Reactants: C12(CC3CC(CC(C1)C3)C2)N (Adamantyl amine), C(C)(OCC)(OCC)OCC (triethyl orthoacetate), C1(CCCCC1)N (cyclohexyl amine), crude product. Conditions: time 5 minute. The product is C12(CC3CC(CC(C1)C3)C2)NC(C)=NC2CCCCC2 (N-(Adamantan-1-yl)-N'-(cyclohexyl)acetamidine). Yield: 2.8%. As a reaction SMILES: [C:1]12([NH2:11])[CH2:10][CH:5]3[CH2:6][CH:7]([CH2:9][CH:3]([CH2:4]3)[CH2:2]1)[CH2:8]2.[C:12](OCC)(OCC)(OCC)[CH3:13].[CH:23]1([NH2:29])[CH2:28][CH2:27][CH2:26][CH2:25][CH2:24]1>>[C:1]12([NH:11][C:12](=[N:29][CH:23]3[CH2:28][CH2:27][CH2:26][CH2:25][CH2:24]3)[CH3:13])[CH2:8][CH:7]3[CH2:6][CH:5]([CH2:4][CH:3]([CH2:9]3)[CH2:2]1)[CH2:10]2. Procedure details: Adamantyl amine (1.87 g, 10 mmol), triethyl orthoacetate (1.62 g, 10 mmol) and cyclohexyl amine (0.99 g, 10 mmol) were mixed together then placed in pre-heated oil bath (140° C.) under nitrogen. After 5 min the reaction became exothermic and the reaction mixture became a slurry and upon continuation for 20 min it became a clear colorless solution. Now the reflux condenser was then replaced by distillation condenser and the low volatiles were distilled off at 75°-77° C. (head temperature) and lat...